Dataset: the Open Reaction Database (ORD), a public repository of structured organic reaction records. Task: describe an organic reaction: reactants, conditions, products, and yield Starting materials: NC1=NC=NN2C1=C(C(=C2C=O)COC)C2=CC=C(C=C2)NC(=O)NC2=C(C=CC(=C2)C(F)(F)F)F (N-{4-[4-amino-7-formyl-6-(methoxymethyl)pyrrolo[2,1-f][1,2,4]triazin-5-yl]phenyl}-N′-[2-fluoro-5-(trifluoro-methyl)phenyl]urea), N1CCOCC1 (morpholine), C(C)(=O)O[BH-](OC(C)=O)OC(C)=O.[Na+] (sodium triacetoxyborohydride). Run in C(Cl)Cl (CH2Cl2), ClC(C)Cl (dichloroethane). Reaction conditions: time 16 hour. The product is NC1=NC=NN2C1=C(C(=C2CN2CCOCC2)COC)C2=CC=C(C=C2)NC(=O)NC2=C(C=CC(=C2)C(F)(F)F)F (N-{4-[4-amino-6-(methoxymethyl)-7-(morpholin-4-ylmethyl)pyrrolo[2,1-f][1,2,4]triazin-5-yl]phenyl}-N′-[2-fluoro-5-(trifluoromethyl)phenyl]urea). Isolated yield 45.3%. Reaction SMILES: [NH2:1][C:2]1[C:7]2=[C:8]([C:16]3[CH:21]=[CH:20][C:19]([NH:22][C:23]([NH:25][C:26]4[CH:31]=[C:30]([C:32]([F:35])([F:34])[F:33])[CH:29]=[CH:28][C:27]=4[F:36])=[O:24])=[CH:18][CH:17]=3)[C:9]([CH2:13][O:14][CH3:15])=[C:10]([CH:11]=O)[N:6]2[N:5]=[CH:4][N:3]=1.[NH:37]1[CH2:42][CH2:41][O:40][CH2:39][CH2:38]1.C(O[BH-](OC(=O)C)OC(=O)C)(=O)C.[Na+]>ClC(Cl)C.C(Cl)Cl>[NH2:1][C:2]1[C:7]2=[C:8]([C:16]3[CH:21]=[CH:20][C:19]([NH:22][C:23]([NH:25][C:26]4[CH:31]=[C:30]([C:32]([F:33])([F:34])[F:35])[CH:29]=[CH:28][C:27]=4[F:36])=[O:24])=[CH:18][CH:17]=3)[C:9]([CH2:13][O:14][CH3:15])=[C:10]([CH2:11][N:37]3[CH2:42][CH2:41][O:40][CH2:39][CH2:38]3)[N:6]2[N:5]=[CH:4][N:3]=1 |f:2.3|. Procedure details: To a suspension of Intermediate AW (N-{4-[4-amino-7-formyl-6-(methoxymethyl)pyrrolo[2,1-f][1,2,4]triazin-5-yl]phenyl}-N′-[2-fluoro-5-(trifluoro-methyl)phenyl]urea (50 mg, 0.1 mmol)) and morpholine (0.01 ml, 0.12 mmol) in dichloroethane (3 ml) was added sodium triacetoxyborohydride (67 mg, 0.31 mmol). The reaction was stirred under N2 at rt for 16 h. The reaction mixture was diluted with CH2Cl2 and subsequently quenched with aqueous saturated NaHCO3. The organic phase was collected, dried (Na2SO4... Starting materials: Cl.C(N)(=N)C1=CC=C(C(=O)N)C=C1 (4-amidino-benzoic acid amide hydrochloride), C(CCCCC)C1=NC(=NC=C1)C1=CC=C(C(=O)N)C=C1 (4-(4-n-hexylpyrimid-2-yl)-benzoic acid amide), C(CCCCC)C(C=O)=COCC (2-n-hexyl-3-ethoxy-acrolein), C[O-].[Na+] (sodium methylate). The solvent is CCOCC (ether), CO (methanol). Product: C(CCCCC)C=1C=NC(=NC1)C1=CC=C(C=C1)C#N (5-n-hexyl-2-(4-cyanophenyl)-pyrimidine). Reaction SMILES: Cl.[C:2]([C:5]1[CH:13]=[CH:12][C:8]([C:9]([NH2:11])=O)=[CH:7][CH:6]=1)(=[NH:4])[NH2:3].[CH2:14]([C:20](=[CH:23]OCC)[CH:21]=O)[CH2:15][CH2:16][CH2:17][CH2:18][CH3:19].C[O-].[Na+].C(C1C=CN=C(C2C=CC(C(N)=O)=CC=2)N=1)CCCCC>CCOCC.CO>[CH2:14]([C:20]1[CH:21]=[N:3][C:2]([C:5]2[CH:13]=[CH:12][C:8]([C:9]#[N:11])=[CH:7][CH:6]=2)=[N:4][CH:23]=1)[CH2:15][CH2:16][CH2:17][CH2:18][CH3:19] |f:0.1,3.4|. Procedure details: 0.082 mol. of 4-amidino-benzoic acid amide hydrochloride, suspended in a solution of 0.082 mol. of 2-n-hexyl-3-ethoxy-acrolein and 0.14 mol. of sodium methylate in 150 ml. of methanol, are stirred overnight under an atmosphere of nitrogen at room temperature. The precipitate obtained by dilution of the mixture with 3 liters of ether is removed by filtration, washed with water until neutral and dried at 40° C. in a vacuum drying cupboard, whereby there are obtained 17.9 g. of 4-(4-n-hexylpyrimid-...